Dataset: the Open Reaction Database (ORD), a public repository of structured organic reaction records. Task: describe an organic reaction: reactants, conditions, products, and yield Reactants: C1(CC=CC1)ON1C(C2=CC=CC=C2C1=O)=O (2-(cyclopent-3-enyloxy)isoindoline-1,3-dione), C[N+]1(CCOCC1)[O-] (NMO), O1CCOCC1.O (dioxane H2O). Reagents/catalysts: O=[Os](=O)(=O)=O (OsO4). Conditions: time 24 hour. Product: O[C@@H]1CC(C[C@@H]1O)ON1C(C2=CC=CC=C2C1=O)=O (2-((3R,4S)-3,4-dihydroxycyclopentyloxy)isoindoline-1,3-dione). The yield is 77.0%. Reaction SMILES: [CH:1]1([O:6][N:7]2[C:15](=[O:16])[C:14]3[C:9](=[CH:10][CH:11]=[CH:12][CH:13]=3)[C:8]2=[O:17])[CH2:5]C=C[CH2:2]1.C[N+]1([O-])CCOCC1.[O:26]1[CH2:31][CH2:30][O:29]CC1.O>O=[Os](=O)(=O)=O>[OH:26][C@H:31]1[C@@H:30]([OH:29])[CH2:2][CH:1]([O:6][N:7]2[C:15](=[O:16])[C:14]3[C:9](=[CH:10][CH:11]=[CH:12][CH:13]=3)[C:8]2=[O:17])[CH2:5]1 |f:2.3|. Procedure: To a solution of 2-(cyclopent-3-enyloxy)isoindoline-1,3-dione (736 mg, 3.2 mmol) in dioxane —H2O (5.0 mL, 4:1) was added NMO (421 mg, 3.60 mmol) and OsO4 (1.0 mL mg, 0.32 mmol, 2.5 wt % in H2O) and the reaction mixture was stirred for 24 h at rt. Quenched with 10% aqueous Na2S2O3 solution and extracted with ethyl acetate. The combined organic layers washed with brine and dried over anhydrous Na2SO4. Filtered and concentrated to provide yellow oil, which was purified by flash chromatography (80% ... Starting materials: CC(=O)c1ccc(S(N)(=O)=O)cc1, COc1cc(OCCCN2CCOCC2)c(C=O)cc1-c1cccs1. Product: COc1cc(OCCCN2CCOCC2)c(C=CC(=O)c2ccc(S(N)(=O)=O)cc2)cc1-c1cccs1. RXN SMILES: [C:1]([CH3:2])(=[O:3])[c:4]1[cH:5][cH:6][c:7]([S:10](=[O:11])(=[O:12])[NH2:13])[cH:8][cH:9]1.[CH3:14][O:15][c:16]1[cH:17][c:18]([O:29][CH2:30][CH2:31][CH2:32][N:33]2[CH2:34][CH2:35][O:36][CH2:37][CH2:38]2)[c:19]([CH:20]=[O:21])[cH:22][c:23]1-[c:24]1[s:25][cH:26][cH:27][cH:28]1>>[C:1]([CH:2]=[CH:20][c:19]1[c:18]([O:29][CH2:30][CH2:31][CH2:32][N:33]2[CH2:34][CH2:35][O:36][CH2:37][CH2:38]2)[cH:17][c:16]([O:15][CH3:14])[c:23](-[c:24]2[s:25][cH:26][cH:27][cH:28]2)[cH:22]1)(=[O:3])[c:4]1[cH:5][cH:6][c:7]([S:10](=[O:11])(=[O:12])[NH2:13])[cH:8][cH:9]1. Reactants: Cc1ccccc1, CCOC(C)=O, CCOC(=O)c1cn(CC)c2nc(Cl)ncc2c1=O, Cl, c1ccc(N2CCNCC2)cc1, c1ccc(N2CCNCC2)cc1. Yields the product CCOC(=O)c1cn(CC)c2nc(N3CCN(c4ccccc4)CC3)ncc2c1=O. As a reaction SMILES: [CH3:45][c:46]1[cH:47][cH:48][cH:49][cH:50][cH:51]1.[CH3:52][CH2:53][O:54][C:55](=[O:56])[CH3:57].[Cl:13][c:14]1[n:15][cH:16][c:17]2[c:18]([n:19]1)[n:20]([CH2:30][CH3:31])[cH:21][c:22]([C:25](=[O:26])[O:27][CH2:28][CH3:29])[c:23]2=[O:24].[ClH:32].[c:1]1([N:7]2[CH2:8][CH2:9][NH:10][CH2:11][CH2:12]2)[cH:2][cH:3][cH:4][cH:5][cH:6]1.[c:33]1([N:34]2[CH2:35][CH2:36][NH:37][CH2:38][CH2:39]2)[cH:40][cH:41][cH:42][cH:43][cH:44]1>>[c:1]1([N:7]2[CH2:8][CH2:9][N:10]([c:14]3[n:15][cH:16][c:17]4[c:18]([n:19]3)[n:20]([CH2:30][CH3:31])[cH:21][c:22]([C:25](=[O:26])[O:27][CH2:28][CH3:29])[c:23]4=[O:24])[CH2:11][CH2:12]2)[cH:2][cH:3][cH:4][cH:5][cH:6]1. Reactants: Nc1c(F)cc(Cl)cc1Br, ClCCl, N#C[K], O, O, O, O, O, O, O=S(=O)(O)O. Product: N#Cc1c(F)cc(Cl)cc1Br. As a reaction SMILES: [Br:1][c:2]1[c:3]([NH2:4])[c:5]([F:10])[cH:6][c:7]([Cl:9])[cH:8]1.[Cl:25][CH2:26][Cl:27].[K:11][C:12]#[N:13].[OH2:14].[OH2:15].[OH2:16].[OH2:17].[OH2:18].[OH2:19].[S:20]([OH:21])([OH:22])(=[O:23])=[O:24]>>[Br:1][c:2]1[c:3]([C:12]#[N:13])[c:5]([F:10])[cH:6][c:7]([Cl:9])[cH:8]1. Starting materials: IC1=NN(C2=CN=C(C=C21)C=2C=NC=CC2)COCC[Si](C)(C)C (3-iodo-5-(pyridin-3-yl)-1-((2-(trimethylsilyl)ethoxy)methyl)-1H-pyrazolo[3,4-c]pyridine), FC1=NC(=CC=C1)[Sn](CCCC)(CCCC)CCCC (2-fluoro-6-(tributylstannyl)pyridine), TEA, [Li+].[Cl-] (LiCl). Reagents/catalysts: [Cu]I (CuI), C=1C=CC(=CC1)[P](C=2C=CC=CC2)(C=3C=CC=CC3)[Pd]([P](C=4C=CC=CC4)(C=5C=CC=CC5)C=6C=CC=CC6)([P](C=7C=CC=CC7)(C=8C=CC=CC8)C=9C=CC=CC9)[P](C=1C=CC=CC1)(C=1C=CC=CC1)C=1C=CC=CC1 (Pd(PPh3)4). Run in CN(C)C=O (DMF). Run at temperature 120 celsius. Product: FC1=CC=CC(=N1)C1=NN(C2=CN=C(C=C21)C=2C=NC=CC2)COCC[Si](C)(C)C (3-(6-fluoropyridin-2-yl)-5-(pyridin-3-yl)-1-((2-(trimethylsilyl)ethoxy)methyl)-1H-pyrazolo[3,4-c]pyridine). Isolated yield 79.8%. Reaction SMILES: I[C:2]1[C:10]2[C:5](=[CH:6][N:7]=[C:8]([C:11]3[CH:12]=[N:13][CH:14]=[CH:15][CH:16]=3)[CH:9]=2)[N:4]([CH2:17][O:18][CH2:19][CH2:20][Si:21]([CH3:24])([CH3:23])[CH3:22])[N:3]=1.[F:25][C:26]1[CH:31]=[CH:30][CH:29]=[C:28]([Sn](CCCC)(CCCC)CCCC)[N:27]=1.[Li+].[Cl-]>CN(C=O)C.[Cu]I.C1C=CC([P]([Pd]([P](C2C=CC=CC=2)(C2C=CC=CC=2)C2C=CC=CC=2)([P](C2C=CC=CC=2)(C2C=CC=CC=2)C2C=CC=CC=2)[P](C2C=CC=CC=2)(C2C=CC=CC=2)C2C=CC=CC=2)(C2C=CC=CC=2)C2C=CC=CC=2)=CC=1>[F:25][C:26]1[N:27]=[C:28]([C:2]2[C:10]3[C:5](=[CH:6][N:7]=[C:8]([C:11]4[CH:12]=[N:13][CH:14]=[CH:15][CH:16]=4)[CH:9]=3)[N:4]([CH2:17][O:18][CH2:19][CH2:20][Si:21]([CH3:24])([CH3:23])[CH3:22])[N:3]=2)[CH:29]=[CH:30][CH:31]=1 |f:2.3,^1:57,59,78,97|. Reported procedure: To a mixture of 3-iodo-5-(pyridin-3-yl)-1-((2-(trimethylsilyl)ethoxy)methyl)-1H-pyrazolo[3,4-c]pyridine (GCP-P3-205-1) (200 mg, 0.44 mmol) and 2-fluoro-6-(tributylstannyl)pyridine (206 mg, 0.53 mmol) in 3 mL DMF, was added TEA 1 mL, LiCl (56 mg, 1.32 mmol) and CuI (84 mg, 0.44 mmol), and Pd(PPh3)4 (254 mg, 0.22 mmol). The reaction mixture was heated at 120° C. under microwave irradiation for 1 h, and the reaction was monitored by LCMS. Upon completion, the reaction mixture was extracted with 100... Reactants: C1(=CC=CC=C1)O (phenol), aryl ester, C(=C)S(=O)(=O)O (vinylsulfonic acid), Cl (hydrogen chloride), ClCCS(=O)(=O)Cl (beta-chloro-ethanesulfonic acid chloride). The product is C(=C)S(=O)(=O)OC1=CC=CC=C1 (phenyl vinylsulfonate). As a reaction SMILES: [CH:1]([S:3]([OH:6])(=[O:5])=[O:4])=[CH2:2].ClCCS(Cl)(=O)=O.[C:14]1(O)[CH:19]=[CH:18][CH:17]=[CH:16][CH:15]=1.Cl>>[CH:1]([S:3]([O:6][C:14]1[CH:19]=[CH:18][CH:17]=[CH:16][CH:15]=1)(=[O:5])=[O:4])=[CH2:2]. Reported procedure: The aryl ester of vinylsulfonic acid can be prepared by several available techniques. One method, described in U.S. Pat. No. 3,121,730 to Distler, involves reacting a beta-chloro-ethanesulfonic acid chloride with phenol in an aqueous medium at a pH of between 7.5 and 11.5. The reaction proceeds with a loss of 2 mols of hydrogen chloride to yield phenyl vinylsulfonate. An alternative method, described in U.S. Pat. No. 3,133,948, also to Distler, involves reacting carbyl sulfate with an aromatic h... The reactants are N1=CC=C(C=C1)CCCC#N (4-pyridinebutyronitrile), [H-].[Al+3].[Li+].[H-].[H-].[H-] (lithium aluminum hydride), O (water), O (water), [OH-].[Na+] (NaOH). Run in O1CCCC1 (tetrahydrofuran), C1CCOC1 (THF). Reaction conditions: temperature 10 celsius. Product: N1=CC=C(C=C1)CCCCN (4-pyridinebutanamine). Isolated yield 6.7%. RXN SMILES: [N:1]1[CH:6]=[CH:5][C:4]([CH2:7][CH2:8][CH2:9][C:10]#[N:11])=[CH:3][CH:2]=1.[H-].[Al+3].[Li+].[H-].[H-].[H-].O.[OH-].[Na+]>O1CCCC1>[N:1]1[CH:6]=[CH:5][C:4]([CH2:7][CH2:8][CH2:9][CH2:10][NH2:11])=[CH:3][CH:2]=1 |f:1.2.3.4.5.6,8.9|. Reported procedure: The title product of Example 22(5.0 g, 34.0 mmol) in 40 mL of tetrahydrofuran was added dropwise to a stirred suspension of lithium aluminum hydride (LiAlH4, 3.2 g, 85.0 mmol) in 100 mL of THF over 20 minutes. The reaction was brought to reflux for 2 hours, cooled to 10° C., and treated with water (33.2 mL), 15% NaOH (3.2 mL), and then water (9.6 mL) again. The mixture was filtered and the solid was washed with Et2O. The filtrate was dried (Na2SO4), filtered, and stripped of solvent to yield 4.0... The reactants are ClCCCBr, CC(C)=O, O=CNc1ccccc1. Yields the product O=CN(CCCCl)c1ccccc1. Reaction SMILES: [Br:10][CH2:11][CH2:12][CH2:13][Cl:14].[CH3:15][C:16](=[O:17])[CH3:18].[c:1]1([NH:7][CH:8]=[O:9])[cH:2][cH:3][cH:4][cH:5][cH:6]1>>[c:1]1([N:7]([CH:8]=[O:9])[CH2:11][CH2:12][CH2:13][Cl:14])[cH:2][cH:3][cH:4][cH:5][cH:6]1. Reactants: C1CCOC1, CCOC(=O)c1cc2c(cnn2C)cc1Oc1ccc([N+](=O)[O-])cc1F, [Li+], [OH-], O. Yields the product Cn1ncc2cc(Oc3ccc([N+](=O)[O-])cc3F)c(C(=O)O)cc21. Reaction SMILES: [CH2:29]1[O:30][CH2:31][CH2:32][CH2:33]1.[F:1][c:2]1[c:3]([O:4][c:5]2[cH:6][c:7]3[cH:8][n:9][n:10]([CH3:19])[c:11]3[cH:12][c:13]2[C:14](=[O:15])[O:16][CH2:17][CH3:18])[cH:20][cH:21][c:22]([N+:24](=[O:25])[O-:26])[cH:23]1.[Li+:28].[OH-:27].[OH2:34]>>[F:1][c:2]1[c:3]([O:4][c:5]2[cH:6][c:7]3[cH:8][n:9][n:10]([CH3:19])[c:11]3[cH:12][c:13]2[C:14](=[O:15])[OH:16])[cH:20][cH:21][c:22]([N+:24](=[O:25])[O-:26])[cH:23]1.